This data is from the Open Reaction Database (ORD), a public repository of structured organic reaction records. The task is: describe an organic reaction: reactants, conditions, products, and yield As a reaction SMILES: [CH3:1][c:2]1[c:3]2[c:4]([O:16][CH3:17])[c:5]([C:11](=[O:12])[O:13][CH2:14][CH3:15])[nH:6][c:7]2[cH:8][cH:9][cH:10]1.[CH3:20][CH2:21][OH:22].[Na+:19].[OH-:18]>>[CH3:1][c:2]1[c:3]2[c:4]([O:16][CH3:17])[c:5]([C:11](=[O:12])[OH:13])[nH:6][c:7]2[cH:8][cH:9][cH:10]1. The reactants are CCOC(=O)c1[nH]c2cccc(C)c2c1OC, CCO, [Na+], [OH-]. Yields the product COc1c(C(=O)O)[nH]c2cccc(C)c12. RXN SMILES: [CH3:1][O:2][C:3]1[CH:8]=[C:7]([O:9][CH3:10])[CH:6]=[C:5]([CH:11]=[CH:12][C:13]2[CH:18]=[CH:17][C:16]([O:19][CH3:20])=[CH:15][CH:14]=2)[C:4]=1[CH:21]([C:23]1[CH:28]=[C:27]([O:29][CH3:30])[CH:26]=[C:25]([O:31][CH3:32])[CH:24]=1)O.C(O)(C(F)(F)F)=[O:34].C([O-])([O-])=O.[K+].[K+].CO>C(Cl)Cl.O>[CH3:32][O:31][C:25]1[CH:24]=[C:23]([CH:21]2[C:4]3[C:5](=[CH:6][C:7]([O:9][CH3:10])=[CH:8][C:3]=3[O:2][CH3:1])[CH:11]([OH:34])[CH:12]2[C:13]2[CH:18]=[CH:17][C:16]([O:19][CH3:20])=[CH:15][CH:14]=2)[CH:28]=[C:27]([O:29][CH3:30])[CH:26]=1 |f:2.3.4|. Product: COC=1C=C(C=C(C1)OC)C1C(C(C2=CC(=CC(=C12)OC)OC)O)C1=CC=C(C=C1)OC (3-(3,5-dimethoxyphenyl)-4,6-dimethoxy-2-(4-methoxyphenyl)-2,3-dihydro-1H-inden-1-ol). Solvent: C(Cl)Cl (CH2Cl2), C(Cl)Cl (CH2Cl2), O (water). The reactants are COC1=C(C(=CC(=C1)OC)C=CC1=CC=C(C=C1)OC)C(O)C1=CC(=CC(=C1)OC)OC (2,4-dimethoxy-6-(4-methoxystyryl)phenyl-(3,5-dimethoxyphenyl)methanol), C(=O)(C(F)(F)F)O (TFA), C(=O)([O-])[O-].[K+].[K+] (K2CO3), CO (MeOH). Procedure details: To a solution of aldol adduct 11 (0.150 g, 0.344 mmol, 1.0 equiv) in CH2Cl2 (10 mL) at −78° C. was added in a single portion a solution of TFA (0.027 mL, 0.344 mmol, 1.0 equiv) in CH2Cl2 (0.2 mL). The resultant dark purple reaction mixture was then warmed slowly to −20° C. over the course of 30 min and stirred for 5 h at −20° C. Upon completion, the reaction mixture was quenched sequentially with solid K2CO3 (0.475 g, 3.44 mmol, 10 equiv) and MeOH (10 mL), warmed to 25° C., and stirred for 15 mi... Reaction conditions: temperature -20 celsius, time 5 hour. Yield: 75.3%. Starting materials: 8C, OC1=C(C=C(C(=C1)[N+](=O)[O-])[N+](=O)[O-])O (1,2-Dihydroxy-4,5-dinitrobenzene), ClCC(CO)O (1-chloro-2,3-dihydroxypropane), [OH-].[K+] (potassium hydroxide). Solvent: C(CCC)O (1-butanol). Run at time 15 minute. Yields the product OC(COC1=C(C=C(C(=C1)[N+](=O)[O-])[N+](=O)[O-])OCC(CO)O)CO (1,2-Bis(2,3-dihydroxypropyloxy)-4,5-dinitrobenzene). Isolated yield 67.9%. As a reaction SMILES: [OH:1][C:2]1[CH:7]=[C:6]([N+:8]([O-:10])=[O:9])[C:5]([N+:11]([O-:13])=[O:12])=[CH:4][C:3]=1[OH:14].Cl[CH2:16][CH:17]([OH:20])[CH2:18][OH:19].[OH-:21].[K+]>C(O)CCC>[OH:20][CH:17]([CH2:18][OH:19])[CH2:16][O:1][C:2]1[CH:7]=[C:6]([N+:8]([O-:10])=[O:9])[C:5]([N+:11]([O-:13])=[O:12])=[CH:4][C:3]=1[O:14][CH2:3][CH:2]([OH:1])[CH2:7][OH:21] |f:2.3|. Reported procedure: 8C, FIG. 8. 1,2-Dihydroxy-4,5-dinitrobenzene 8B (5.0 g, 22 mmol) and 1-chloro-2,3-dihydroxypropane (12.1 g, 110 mmol) were refluxed for 48 hours in a solution of potassium hydroxide (4.4 g) in 1-butanol (100 mL) under a nitrogen atmosphere. The resulting mixture was concentrated under reduced pressure, and the dark residue was partitioned between 100 mL of THF and 100 mL of brine/50 mL water solution in a 500 mL separatory funnel. The mixture was allowed to separate and the aqueous phase was ext... Starting materials: CS(C)=O, CC1CCCCC1, O=[N+]([O-])c1ccc(OC(F)(F)C(F)(F)Br)c(Cl)c1, Cl, [Cu], c1ccc(-c2ccccn2)nc1. The product is O=[N+]([O-])c1ccc2c(c1)C(F)(F)C(F)(F)O2. As a reaction SMILES: [CH3:31][S:32]([CH3:33])=[O:34].[CH3:36][CH:37]1[CH2:38][CH2:39][CH2:40][CH2:41][CH2:42]1.[Cl:1][c:2]1[cH:3][c:4]([N+:16](=[O:17])[O-:18])[cH:5][cH:6][c:7]1[O:8][C:9]([C:10]([F:11])([F:12])[Br:13])([F:14])[F:15].[ClH:35].[Cu:43].[n:19]1[cH:20][cH:21][cH:22][cH:23][c:24]1-[c:25]1[cH:26][cH:27][cH:28][cH:29][n:30]1>>[c:2]12[cH:3][c:4]([N+:16](=[O:17])[O-:18])[cH:5][cH:6][c:7]1[O:8][C:9]([F:14])([F:15])[C:10]2([F:11])[F:12]. The reactants are c1ccc2c(c1)CCN2, CCOC(C)=O, CCN(C(C)C)C(C)C, CSc1nccc(Cl)n1, CN(C)C=O. The product is CSc1nccc(N2CCc3ccccc32)n1. Reaction SMILES: [CH2:10]1[CH2:11][c:12]2[cH:13][cH:14][cH:15][cH:16][c:17]2[NH:18]1.[CH3:33][CH2:34][O:35][C:36]([CH3:37])=[O:38].[CH:19]([N:20]([CH2:21][CH3:22])[CH:23]([CH3:24])[CH3:25])([CH3:26])[CH3:27].[Cl:1][c:2]1[n:3][c:4]([S:8][CH3:9])[n:5][cH:6][cH:7]1.[O:28]=[CH:29][N:30]([CH3:31])[CH3:32]>>[c:2]1([N:18]2[CH2:10][CH2:11][c:12]3[cH:13][cH:14][cH:15][cH:16][c:17]32)[n:3][c:4]([S:8][CH3:9])[n:5][cH:6][cH:7]1.